Dataset: the Open Reaction Database (ORD), a public repository of structured organic reaction records. Task: describe an organic reaction: reactants, conditions, products, and yield Starting materials: ClC=1C=CC(=C(C1)N1C(NC2=C1C=CC(=C2)C(F)(F)F)=O)O (1,3-dihydro-1-(5-chloro-2-hydroxyphenyl)-5-trifluoromethyl-2H-benzimidazol-2-one), Cl (hydrochloric acid), [OH-].[K+] (potassium hydroxide), NOS(=O)(=O)O (hydroxylamine-o-sulfonic acid). Reaction SMILES: [Cl:1][C:2]1[CH:3]=[CH:4][C:5]([OH:22])=[C:6]([N:8]2[C:12]3[CH:13]=[CH:14][C:15]([C:17]([F:20])([F:19])[F:18])=[CH:16][C:11]=3[NH:10][C:9]2=[O:21])[CH:7]=1.[OH-].[K+].[NH2:25]OS(O)(=O)=O.Cl>CN(C)C=O.O>[Cl:1][C:2]1[CH:3]=[CH:4][C:5]([OH:22])=[C:6]([N:8]2[C:12]3[CH:13]=[CH:14][C:15]([C:17]([F:18])([F:20])[F:19])=[CH:16][C:11]=3[N:10]([NH2:25])[C:9]2=[O:21])[CH:7]=1 |f:1.2|. Reported procedure: To a solution of 1,3-dihydro-1-(5-chloro-2-hydroxyphenyl)-5-trifluoromethyl-2H-benzimidazol-2-one (0.2 g, 0.6 mmol) in absolute N,N-dimethylformamide (5 ml) was at room temperature added potassium hydroxide (2 pellets) and hydroxylamine-o-sulfonic acid (0.16 g, 1.3 mmol) The reaction was stirred over night, water was added (20 ml) and the mixture was acidified with 4 M hydrochloric acid. The crude crystalline product was collected by filtration and subjected to column chromatography using methyl... The solvent is CN(C=O)C (N,N-dimethylformamide), O (water). The product is ClC=1C=CC(=C(C1)N1C(N(C2=C1C=CC(=C2)C(F)(F)F)N)=O)O (1,3-dihydro-1-(5-chloro-2-hydroxyphenyl)-3-amino-5-trifluoromethyl-2H-benzimidazol-2-one).